From a dataset of the Open Reaction Database (ORD), a public repository of structured organic reaction records. describe an organic reaction: reactants, conditions, products, and yield The reactants are ClC1=CC=C(C=C1)C=1C=C(C=2C(N1)=NN(C2)C)O (6-(4-chlorophenyl)-2-methyl-2H-pyrazolo[3,4-b]pyridin-4-ol), P(=O)(Cl)(Cl)Cl (phosphorus oxychloride). The product is ClC=1C=2C(N=C(C1)C1=CC=C(C=C1)Cl)=NN(C2)C (4-Chloro-6-(4-chlorophenyl)-2-methyl-2H-pyrazolo[3,4-b]pyridine). RXN SMILES: [Cl:1][C:2]1[CH:7]=[CH:6][C:5]([C:8]2[CH:9]=[C:10](O)[C:11]3[C:12](=[N:14][N:15]([CH3:17])[CH:16]=3)[N:13]=2)=[CH:4][CH:3]=1.P(Cl)(Cl)([Cl:21])=O>>[Cl:21][C:10]1[C:11]2[C:12](=[N:14][N:15]([CH3:17])[CH:16]=2)[N:13]=[C:8]([C:5]2[CH:6]=[CH:7][C:2]([Cl:1])=[CH:3][CH:4]=2)[CH:9]=1. Procedure: Following the procedure of Example 2, 37.8 g. of 6-(4-chlorophenyl)-2-methyl-2H-pyrazolo[3,4-b]pyridin-4-ol (0.146 mol.) and 165 ml. of phosphorus oxychloride yield 35.1 g. (86%) of 4-chloro-6-(4-chlorophenyl)-2-methyl-2H-pyrazolo[3,4-b]pyridine, recrystallized from ethanol; m.p. 177°-179°. Reactants: P(=O)(Cl)(Cl)Cl (Phosphoryl chloride), ClC1=C(C(=CC(=C1)C(F)(F)F)Cl)NNC(CCl)=O (N′-(2,6-dichloro-4-trifluoromethylphenyl)-chloroacetohydrazide). Run in C1(=CC=CC=C1)C (toluene). Reaction conditions: temperature 70 celsius. Yields the product ClC1=C(C(=CC(=C1)C(F)(F)F)Cl)NN=C(CCl)Cl (N′-(2,6-dichloro-4-trifluoromethylphenyl)-chloroacetohydrazonoyl chloride). Isolated yield 90.0%. As a reaction SMILES: P(Cl)(Cl)([Cl:3])=O.[Cl:6][C:7]1[CH:12]=[C:11]([C:13]([F:16])([F:15])[F:14])[CH:10]=[C:9]([Cl:17])[C:8]=1[NH:18][NH:19][C:20](=O)[CH2:21][Cl:22]>C1(C)C=CC=CC=1>[Cl:6][C:7]1[CH:12]=[C:11]([C:13]([F:16])([F:15])[F:14])[CH:10]=[C:9]([Cl:17])[C:8]=1[NH:18][N:19]=[C:20]([Cl:3])[CH2:21][Cl:22]. Reported procedure: Phosphoryl chloride (500 microlitres, 1.7 equivalents) was added in one portion to a stirred solution of N′-(2,6-dichloro-4-trifluoromethylphenyl)-chloroacetohydrazide (1.0 g, 3.11 mmol) in toluene (20 ml) and heated at 70° C. under an argon atmosphere for 20 hours. The cooled mixture was evaporated and the residue extracted with cyclohexane. The extracts were combined and evaporated to give the title compound (0.971 g) as an orange oil, NMR 4.4 (s, 2H), 7.55 (s, 2H), 7.7 (s, 1H). The yield was ... Starting materials: [Ca], N#CNc1c(Cl)cc([N+](=O)[O-])cc1[N+](=O)[O-], Cl, O. Product: NC(=O)Nc1c(Cl)cc([N+](=O)[O-])cc1[N+](=O)[O-]. Reaction SMILES: [Ca:1].[Cl:2][c:3]1[cH:4][c:5]([N+:15](=[O:16])[O-:17])[cH:6][c:7]([N+:12](=[O:13])[O-:14])[c:8]1[NH:9][C:10]#[N:11].[ClH:19].[OH2:18]>>[Cl:2][c:3]1[cH:4][c:5]([N+:15](=[O:16])[O-:17])[cH:6][c:7]([N+:12](=[O:13])[O-:14])[c:8]1[NH:9][C:10]([NH2:11])=[O:18]. The reactants are Cl (hydrogen chloride), solution, ClC1=CC=2N(C(=N1)C=1C=NN(C1)C1(CN(C1)C(=O)OC(C)(C)C)CC#N)C=CN2 (tert-butyl 3-(4-(7-chloroimidazo[1,2-c]pyrimidin-5-yl)-1H-pyrazol-1-yl)-3-(cyanomethyl)azetidine-1-carboxylate). Solvent: O1CCOCC1 (dioxane), O1CCOCC1 (dioxane). Reaction conditions: time 2.5 hour. Yields the product Cl.ClC1=CC=2N(C(=N1)C=1C=NN(C1)C1(CNC1)CC#N)C=CN2 (2-(3-(4-(7-chloroimidazo[1,2-c]pyrimidin-5-yl)-1H-pyrazol-1-yl)azetidin-3-yl)acetonitrile hydrochloride). The yield is 216.7%. Reaction SMILES: [Cl:1][C:2]1[N:7]=[C:6]([C:8]2[CH:9]=[N:10][N:11]([C:13]3([CH2:24][C:25]#[N:26])[CH2:16][N:15](C(OC(C)(C)C)=O)[CH2:14]3)[CH:12]=2)[N:5]2[CH:27]=[CH:28][N:29]=[C:4]2[CH:3]=1.Cl>O1CCOCC1>[ClH:1].[Cl:1][C:2]1[N:7]=[C:6]([C:8]2[CH:9]=[N:10][N:11]([C:13]3([CH2:24][C:25]#[N:26])[CH2:16][NH:15][CH2:14]3)[CH:12]=2)[N:5]2[CH:27]=[CH:28][N:29]=[C:4]2[CH:3]=1 |f:3.4|. Procedure: To a suspension of tert-butyl 3-(4-(7-chloroimidazo[1,2-c]pyrimidin-5-yl)-1H-pyrazol-1-yl)-3-(cyanomethyl)azetidine-1-carboxylate (Preparation N; 0.050 g, 0.12 mmol) in 1 mL of dioxane was added hydrogen chloride (0.5 mL, 2.0 mmol) as a 4M solution in dioxane at ambient temperature. The reaction mixture was stirred for 2.5 hours. The solvent was then removed under a stream of nitrogen at ambient temperature overnight. About 5% of the starting material was observed, so the crude material was subj... Starting materials: C(C)O (ethanol), COC(=O)C1C(CCC1)N(C1CCCC1)C1=NC(=NC=C1N)Cl ((rac)-2-[(5-amino-2-chloro-pyrimidin-4-yl)-cyclopentyl-amino]-cyclopentanecarboxylic acid methyl ester). Solvent: C(C)(=O)O (acetic acid). Product: ClC=1N=CC2=C(N(C3CCCC3C(N2)=O)C2CCCC2)N1 ((rac)-6-chloro-4-cyclopentyl-2,3,3a,4,9,10a-hexahydro-1H-4,5,7,9-tetraaza-benzo[f]azulen-10-one). As a reaction SMILES: [CH2:1]([OH:3])[CH3:2].COC([CH:8]1[CH2:12][CH2:11][CH2:10][CH:9]1[N:13]([C:19]1[C:24]([NH2:25])=[CH:23][N:22]=[C:21]([Cl:26])[N:20]=1)[CH:14]1C[CH2:17][CH2:16][CH2:15]1)=O>C(O)(=O)C>[Cl:26][C:21]1[N:22]=[CH:23][C:24]2[NH:25][C:1](=[O:3])[CH:2]3[CH:14]([CH2:15][CH2:16][CH2:17]3)[N:13]([CH:9]3[CH2:10][CH2:11][CH2:12][CH2:8]3)[C:19]=2[N:20]=1. Reported procedure: A mixture of 150 mL of ethanol, 3.0 mL of acetic acid and 2.85 g (0.0084 mole) of (rac)-2-[(5-amino-2-chloro-pyrimidin-4-yl)-cyclopentyl-amino]-cyclopentanecarboxylic acid methyl ester (V-68) from the previous step, combined with material from a separate experiment was heated at reflux overnight and then concentrated under reduced pressure to give 2.49 g of (rac)-6-chloro-4-cyclopentyl-2,3,3a,4,9,10a-hexahydro-1H-4,5,7,9-tetraaza-benzo[f]azulen-10-one (VI-68), which was used without further puri... Reactants: C(C1=CC=CC=C1)OC(=O)N[C@H]([C@@H](CN1[C@@H](CCCC1)C(=O)NC(C)(C)C)O)CC1=CC=CC=C1 (1-[3(S)-(benzyloxyformamido)-2(R)-hydroxy-4-phenylbutyl]-N-tert.butyl-2(S)-piperidinecarboxamide). The reagents and catalysts are [Pd] (palladium-on-carbon). Solvent: C(C)O (ethanol). Product: N[C@H]([C@@H](CN1[C@@H](CCCC1)C(=O)NC(C)(C)C)O)CC1=CC=CC=C1 (1-[3(S)-amino-2(R)-hydroxy-4-phenylbutyl]-N-tert.butyl-2(S)-piperidinecarboxamide). Isolated yield 93.6%. RXN SMILES: C(OC([NH:11][C@@H:12]([CH2:29][C:30]1[CH:35]=[CH:34][CH:33]=[CH:32][CH:31]=1)[C@H:13]([OH:28])[CH2:14][N:15]1[CH2:20][CH2:19][CH2:18][CH2:17][C@H:16]1[C:21]([NH:23][C:24]([CH3:27])([CH3:26])[CH3:25])=[O:22])=O)C1C=CC=CC=1>C(O)C.[Pd]>[NH2:11][C@@H:12]([CH2:29][C:30]1[CH:31]=[CH:32][CH:33]=[CH:34][CH:35]=1)[C@H:13]([OH:28])[CH2:14][N:15]1[CH2:20][CH2:19][CH2:18][CH2:17][C@H:16]1[C:21]([NH:23][C:24]([CH3:27])([CH3:25])[CH3:26])=[O:22]. Procedure details: A solution of 1.25 g of 1-[3(S)-(benzyloxyformamido)-2(R)-hydroxy-4-phenylbutyl]-N-tert.butyl-2(S)-piperidinecarboxamide in 80 ml of ethanol was hydrogenated over 10% palladium-on-carbon at 20° C. and under atmospheric pressure for 16 hours. The catalyst was removed by filtration and the filtrate was evaporated to give 0.844 g of 1-[3(S)-amino-2(R)-hydroxy-4-phenylbutyl]-N-tert.butyl-2(S)-piperidinecarboxamide as a pale yellow gum; MS: m/e 348 [M+H]+. Starting materials: O (water), CCOC(=O)C (EtOAc), C(C)OC(C[C@H](C1=CC=CC=C1)NC1=NC(=CC=C1[N+](=O)[O-])Cl)=O ((R)-3-(6-chloro-3-nitro-pyridin-2-ylamino)-3-phenyl-propionic acid ethyl ester), CN(C)C=O (DMF). The reagents and catalysts are [C-]#N.[Zn+2].[C-]#N (zinc cyanide), C=1C=CC(=CC1)[P](C=2C=CC=CC2)(C=3C=CC=CC3)[Pd]([P](C=4C=CC=CC4)(C=5C=CC=CC5)C=6C=CC=CC6)([P](C=7C=CC=CC7)(C=8C=CC=CC8)C=9C=CC=CC9)[P](C=1C=CC=CC1)(C=1C=CC=CC1)C=1C=CC=CC1 (tetrakis(triphenylphosphine)palladium(0)). Conditions: temperature 120 celsius, time 72 hour. Yields the product C(C)OC(C[C@H](C1=CC=CC=C1)NC1=NC(=CC=C1[N+](=O)[O-])C#N)=O ((R)-3-(6-Cyano-3-nitro-pyridin-2-ylamino)-3-phenyl-propionic acid ethyl ester). Isolated yield 96.0%. RXN SMILES: [CH2:1]([O:3][C:4](=[O:24])[CH2:5][C@@H:6]([NH:13][C:14]1[C:19]([N+:20]([O-:22])=[O:21])=[CH:18][CH:17]=[C:16](Cl)[N:15]=1)[C:7]1[CH:12]=[CH:11][CH:10]=[CH:9][CH:8]=1)[CH3:2].O.CCOC(C)=O.[CH3:32][N:33](C=O)C>[C-]#N.[Zn+2].[C-]#N.C1C=CC([P]([Pd]([P](C2C=CC=CC=2)(C2C=CC=CC=2)C2C=CC=CC=2)([P](C2C=CC=CC=2)(C2C=CC=CC=2)C2C=CC=CC=2)[P](C2C=CC=CC=2)(C2C=CC=CC=2)C2C=CC=CC=2)(C2C=CC=CC=2)C2C=CC=CC=2)=CC=1>[CH2:1]([O:3][C:4](=[O:24])[CH2:5][C@@H:6]([NH:13][C:14]1[C:19]([N+:20]([O-:22])=[O:21])=[CH:18][CH:17]=[C:16]([C:32]#[N:33])[N:15]=1)[C:7]1[CH:12]=[CH:11][CH:10]=[CH:9][CH:8]=1)[CH3:2] |f:4.5.6,^1:45,47,66,85|. Procedure: In a microwave reaction vessel was dissolved (R)-3-(6-chloro-3-nitro-pyridin-2-ylamino)-3-phenyl-propionic acid ethyl ester (0.75 g, 2.14 mmol) in DMF (12 ml). Added the zinc cyanide (0.15 g, 1.29 mmol) and tetrakis(triphenylphosphine)palladium(0) (0.25 g, 0.21 mmol). Reaction mixture was degassed using a stream of nitrogen and capped. Reaction was heated in a microwave at 120° C. for 1 hour and then stirred at room temperature for 72 hours. After this time the reaction was poured into water and... Starting materials: BrCCOCCBr, CN1CCCC1=O, N#CCc1ccc(Cl)c(Cl)c1, [H-], [Na+]. The product is N#CC1(c2ccc(Cl)c(Cl)c2)CCOCC1. RXN SMILES: [Br:12][CH2:13][CH2:14][O:15][CH2:16][CH2:17][Br:18].[CH3:21][N:22]1[CH2:23][CH2:24][CH2:25][C:26]1=[O:27].[Cl:1][c:2]1[cH:3][c:4]([CH2:9][C:10]#[N:11])[cH:5][cH:6][c:7]1[Cl:8].[H-:20].[Na+:19]>>[Cl:1][c:2]1[cH:3][c:4]([C:9]2([C:10]#[N:11])[CH2:13][CH2:14][O:15][CH2:16][CH2:17]2)[cH:5][cH:6][c:7]1[Cl:8]. Reactants: ClC1=NC(=NC(=N1)N1CCOCC1)N1C(=NC2=C1C=C(C=C2OC)NC(OC(C)(C)C)=O)C(F)F (tert-butyl 1-[4-chloro-6-(4-morpholinyl)-1,3,5-triazin-2-yl]-2-(difluoromethyl)-4-methoxy-1H-benzimidazol-6-yl-carbamate), CN1N=CC(=C1)B(O)O (1-methyl-1H-pyrazol-4-ylboronic acid), C(=O)([O-])[O-].[K+].[K+] (K2CO3). The solvent is O1CCOCC1 (1,4-dioxane). Run at temperature 20 celsius. Yields the product FC(C1=NC2=C(N1C1=NC(=NC(=N1)C1=NN(C=C1)C)N1CCOCC1)C=C(C=C2OC)NC(OC(C)(C)C)=O)F (tert-butyl 2-(difluoromethyl)-4-methoxy-1-[4-(1-methyl-1H-pyrazol-3-yl)-6-(4-morpholinyl)-1,3,5-triazin-2-yl]-1H-benzimidazol-6-ylcarbamate). Yield: 68.5%. Reaction SMILES: Cl[C:2]1[N:7]=[C:6]([N:8]2[CH2:13][CH2:12][O:11][CH2:10][CH2:9]2)[N:5]=[C:4]([N:14]2[C:18]3[CH:19]=[C:20]([NH:25][C:26](=[O:32])[O:27][C:28]([CH3:31])([CH3:30])[CH3:29])[CH:21]=[C:22]([O:23][CH3:24])[C:17]=3[N:16]=[C:15]2[CH:33]([F:35])[F:34])[N:3]=1.[CH3:36][N:37]1[CH:41]=[C:40](B(O)O)[CH:39]=[N:38]1.C([O-])([O-])=O.[K+].[K+]>O1CCOCC1>[F:35][CH:33]([F:34])[C:15]1[N:14]([C:4]2[N:3]=[C:2]([C:39]3[CH:40]=[CH:41][N:37]([CH3:36])[N:38]=3)[N:7]=[C:6]([N:8]3[CH2:13][CH2:12][O:11][CH2:10][CH2:9]3)[N:5]=2)[C:18]2[CH:19]=[C:20]([NH:25][C:26](=[O:32])[O:27][C:28]([CH3:31])([CH3:30])[CH3:29])[CH:21]=[C:22]([O:23][CH3:24])[C:17]=2[N:16]=1 |f:2.3.4|. Procedure: A mixture of tert-butyl 1-[4-chloro-6-(4-morpholinyl)-1,3,5-triazin-2-yl]-2-(difluoromethyl)-4-methoxy-1H-benzimidazol-6-yl-carbamate (Example 64) (313 mg, 0.61 mmol), 1-methyl-1H-pyrazol-4-ylboronic acid (155 mg, 1.22 mmol), and aq. 2 M K2CO3 (4.1 mL) in 1,4-dioxane (20 mL) was degassed with N2 for 30 min and then Pd(dppf)Cl2 (30 mg) was added, and the mixture was degassed for a further 10 min. The reaction mixture was heated under reflux for 1 hr, cooled to 20° C., diluted with water, and extr...